From a dataset of the Open Reaction Database (ORD), a public repository of structured organic reaction records. describe an organic reaction: reactants, conditions, products, and yield The reactants are Cl.N12CC3[C@H](C(CC(C1)C3)C2)N ((4r)-1-azatricyclo[3.3.1.13,7]dec-4-ylamine hydrochloride), C1(=CC=CC=C1)C1=CC=C(S1)C(=O)O (5-phenylthiophene-2-carboxylic acid), N (NH3). Yields the product Cl.N12CC3[C@H](C(CC(C1)C3)C2)NC(=O)C=2SC(=CC2)C2=CC=CC=C2 (5-Phenylthiophene-2-carboxylic acid(4r)-(1-azatricyclo[3.3.1.13,7]dec-4-yl)-amide hydrochloride). As a reaction SMILES: [ClH:1].[N:2]12[CH2:11][CH:6]3[CH2:7][CH:8]([CH2:10][CH:4]([C@H:5]3[NH2:12])[CH2:3]1)[CH2:9]2.[C:13]1([C:19]2[S:23][C:22]([C:24](O)=[O:25])=[CH:21][CH:20]=2)[CH:18]=[CH:17][CH:16]=[CH:15][CH:14]=1.N>>[ClH:1].[N:2]12[CH2:11][CH:6]3[CH2:7][CH:8]([CH2:10][CH:4]([C@H:5]3[NH:12][C:24]([C:22]3[S:23][C:19]([C:13]4[CH:14]=[CH:15][CH:16]=[CH:17][CH:18]=4)=[CH:20][CH:21]=3)=[O:25])[CH2:3]1)[CH2:9]2 |f:0.1,4.5|. Procedure details: Prepared from (4r)-1-azatricyclo[3.3.1.13,7]dec-4-ylamine hydrochloride and 5-phenylthiophene-2-carboxylic acid (Maybridge) according to methods A and C; yield 62 mg, 0.17 mmol (53%): 1H NMR (300 MHz, methanol-d4) δ 2.08-2.27 (m, 5H), 2.47 (s, 2H), 3.48 (d, J=13 Hz, 2H), 3.55 (s, 2H), 3.81 (d, J=13 Hz, 2H), 4.25 (t, J=3 Hz, 1H), 7.32-7.47 (m, 4H), 7.65-7.71 (m, 2H), 7.83 (d, J=4 Hz, 1H); MS (DCI/NH3) m/z 339 (M+H)+; Anal. C20H22N2OS.HCl: C, H, N. Reactants: C1(=CC=CC=C1)C(C1=CC=CC=C1)=NC(C(=O)OCC)CC(CC1N=C(CCCC1)OC)OC (ethyl α-[(diphenylmethylene)amino]-3,4,5, 6-tetrahydro-γ,7-dimethoxy-2H-azepine-2-pentanoate), [Cl-].[NH4+] (ammonium chloride), title material, Cl (HCl). The solvent is CO (MeOH). Yields the product Cl.Cl.NC(C(=O)OCC)CC(CC1NC(C=CC=C1)=N)OC (ethyl α-amino-7-imino-γ-methoxy-1H-azepine-2-pentanoate, dihydrochloride). Reaction SMILES: C1(C(=[N:14][CH:15]([CH2:21][CH:22]([O:33][CH3:34])[CH2:23][CH:24]2[CH2:30][CH2:29][CH2:28][CH2:27][C:26](OC)=[N:25]2)[C:16]([O:18][CH2:19][CH3:20])=[O:17])C2C=CC=CC=2)C=CC=CC=1.[Cl-:35].[NH4+:36].Cl>CO>[ClH:35].[ClH:35].[NH2:14][CH:15]([CH2:21][CH:22]([O:33][CH3:34])[CH2:23][CH:24]1[CH:30]=[CH:29][CH:28]=[CH:27][C:26](=[NH:36])[NH:25]1)[C:16]([O:18][CH2:19][CH3:20])=[O:17] |f:1.2,5.6.7|. Procedure details: The product of EXAMPLE 243 in MeOH is reacted with ammonium chloride by the method of EXAMPLE 27. This material is then lyophilized from aqueous HCl to generate the title material. The reactants are CO, C=Cc1ccc(C(O)(C(=O)OC2CCN(C(=O)OC(C)(C)C)CC2)C2CCC(F)(F)C2)cc1, [H][H]. Yields the product CCc1ccc(C(O)(C(=O)OC2CCN(C(=O)OC(C)(C)C)CC2)C2CCC(F)(F)C2)cc1. Reaction SMILES: [CH3:34][OH:35].[F:1][C:2]1([F:33])[CH2:3][CH:4]([C:7]([C:8](=[O:9])[O:10][CH:11]2[CH2:12][CH2:13][N:14]([C:17](=[O:18])[O:19][C:20]([CH3:21])([CH3:22])[CH3:23])[CH2:15][CH2:16]2)([c:24]2[cH:25][cH:26][c:27]([CH:30]=[CH2:31])[cH:28][cH:29]2)[OH:32])[CH2:5][CH2:6]1.[H:36][H:37]>>[F:1][C:2]1([F:33])[CH2:3][CH:4]([C:7]([C:8](=[O:9])[O:10][CH:11]2[CH2:12][CH2:13][N:14]([C:17](=[O:18])[O:19][C:20]([CH3:21])([CH3:22])[CH3:23])[CH2:15][CH2:16]2)([c:24]2[cH:25][cH:26][c:27]([CH2:30][CH3:31])[cH:28][cH:29]2)[OH:32])[CH2:5][CH2:6]1. Reagents/catalysts: CN1CCOCC1 (N-Methylmorpholine). Procedure: 3-(2-chloro-6-fluorophenyl)-5-(1-(3-chlorophenyl)-5-(trifluoromethyl)-1H-pyrazol-4-yl)isoxazole-4-carboxylic acid (50 mg, 0.0001 mmol), Morpholine (9 mg, 0.0001 mmol), HOBt (14 mg, 0.0001 mmol) and EDCI (19 mg 0.00012 mmol) were dissolved in 1 mL dry DMF. N-Methylmorpholine (100 NL, 0.001 mmol) was added and the reaction mixture was stirred at room temperature overnight. Morpholine, HOBt, EDCI and N-Methylmorpholine were added again in the aforementioned ratios. The mixture was stirred at room t... Conditions: time 8 hour. The yield is 46820.8%. Reactants: ClC1=C(C(=CC=C1)F)C1=NOC(=C1C(=O)O)C=1C=NN(C1C(F)(F)F)C1=CC(=CC=C1)Cl (3-(2-chloro-6-fluorophenyl)-5-(1-(3-chlorophenyl)-5-(trifluoromethyl)-1H-pyrazol-4-yl)isoxazole-4-carboxylic acid), N1CCOCC1 (Morpholine), C=1C=CC2=C(C1)N=NN2O (HOBt), CCN=C=NCCCN(C)C (EDCI), N1CCOCC1 (Morpholine), C=1C=CC2=C(C1)N=NN2O (HOBt), CCN=C=NCCCN(C)C (EDCI), CN1CCOCC1 (N-Methylmorpholine). Product: ClC1=C(C(=CC=C1)F)C1=NOC(=C1C(=O)N1CCOCC1)C=1C=NN(C1C(F)(F)F)C1=CC(=CC=C1)Cl ((3-(2-chloro-6-fluorophenyl)-5-(1-(3-chlorophenyl)-5-(trifluoromethyl)-1H-pyrazol-4-yl)isoxazol-4-yl)(morpholino)methanone). Reaction SMILES: [Cl:1][C:2]1[CH:7]=[CH:6][CH:5]=[C:4]([F:8])[C:3]=1[C:9]1[C:13]([C:14]([OH:16])=O)=[C:12]([C:17]2[CH:18]=[N:19][N:20]([C:26]3[CH:31]=[CH:30][CH:29]=[C:28]([Cl:32])[CH:27]=3)[C:21]=2[C:22]([F:25])([F:24])[F:23])[O:11][N:10]=1.[NH:33]1[CH2:38][CH2:37][O:36][CH2:35][CH2:34]1.C1C=CC2N(O)N=NC=2C=1.CCN=C=NCCCN(C)C.CN1CCOCC1>CN(C=O)C.CN1CCOCC1>[Cl:1][C:2]1[CH:7]=[CH:6][CH:5]=[C:4]([F:8])[C:3]=1[C:9]1[C:13]([C:14]([N:33]2[CH2:38][CH2:37][O:36][CH2:35][CH2:34]2)=[O:16])=[C:12]([C:17]2[CH:18]=[N:19][N:20]([C:26]3[CH:31]=[CH:30][CH:29]=[C:28]([Cl:32])[CH:27]=3)[C:21]=2[C:22]([F:24])([F:23])[F:25])[O:11][N:10]=1. The solvent is CN(C)C=O (DMF).